describe an organic reaction: reactants, conditions, products, and yield From a dataset of the Open Reaction Database (ORD), a public repository of structured organic reaction records. Reactants: aqueous solution, [N+](=O)([O-])C(CO)(CO)CC (2-nitro-2-ethyl-1,3-propanediol), C(C)C(CO)(CC)[N+](=O)[O-] (2-ethyl-2-nitrobutanol), NCCCCCCN (hexamethylenediamine). Product: CCC(CO)(CO)[N+](=O)[O-].C(CCCN)CCN (NEPD HMDA). Reaction SMILES: [NH2:1][CH2:2][CH2:3][CH2:4][CH2:5][CH2:6][CH2:7][NH2:8].[N+:9]([C:12]([CH2:17][CH3:18])([CH2:15][OH:16])[CH2:13][OH:14])([O-:11])=[O:10].C(C([N+]([O-])=O)(CC)CO)C>>[CH3:18][CH2:17][C:12]([N+:9]([O-:11])=[O:10])([CH2:15][OH:16])[CH2:13][OH:14].[CH2:5]([CH2:6][CH2:7][NH2:8])[CH2:4][CH2:3][CH2:2][NH2:1] |f:3.4|. Reported procedure: To a 1 neck round bottom flask equipped with stir bar and dropping funnel capped with a nitrogen outlet was added hexamethylenediamine (HMDA) (20 g, 0.17 mol). A 55% aqueous solution of the mixture of 2-nitro-2-ethyl-1,3-propanediol and 2-ethyl-2-nitrobutanol (189 g, 0.69 mol) was added drop wise to the flask over a period of 1 h with continuous stirring. After complete addition, the dropping funnel was replaced by a condenser and the reaction mixture refluxed for 6 h and stirred at room tempera... Starting materials: N(=NC(=O)OCC)C(=O)OCC (diethyl azodicarboxylate), C(C1=CC=CC=C1)CNCC1=C(C2=CC=C(C=C2CC1)O)C1=CC=CC=C1 (2-(N-benzylmethylamino)methyl-6-hydroxy-1-phenyl-3,4-dihydronaphthalene), C1(CCCCC1)O (cyclohexanol), C1(=CC=CC=C1)P(C1=CC=CC=C1)C1=CC=CC=C1 (triphenylphosphine). Run in O1CCCC1 (tetrahydrofuran). Conditions: time 5 hour. Yields the product C(C1=CC=CC=C1)CNCC1=C(C2=CC=C(C=C2CC1)OC1CCCCC1)C1=CC=CC=C1 (2-(N-benzylmethylamino)methyl-6-cyclohexyloxy-1-phenyl-3,4-dihydronaphthalene). RXN SMILES: [CH2:1]([CH2:8][NH:9][CH2:10][C:11]1[CH2:20][CH2:19][C:18]2[C:13](=[CH:14][CH:15]=[C:16]([OH:21])[CH:17]=2)[C:12]=1[C:22]1[CH:27]=[CH:26][CH:25]=[CH:24][CH:23]=1)[C:2]1[CH:7]=[CH:6][CH:5]=[CH:4][CH:3]=1.[CH:28]1(O)[CH2:33][CH2:32][CH2:31][CH2:30][CH2:29]1.C1(P(C2C=CC=CC=2)C2C=CC=CC=2)C=CC=CC=1.N(C(OCC)=O)=NC(OCC)=O>O1CCCC1>[CH2:1]([CH2:8][NH:9][CH2:10][C:11]1[CH2:20][CH2:19][C:18]2[C:13](=[CH:14][CH:15]=[C:16]([O:21][CH:28]3[CH2:33][CH2:32][CH2:31][CH2:30][CH2:29]3)[CH:17]=2)[C:12]=1[C:22]1[CH:27]=[CH:26][CH:25]=[CH:24][CH:23]=1)[C:2]1[CH:7]=[CH:6][CH:5]=[CH:4][CH:3]=1. Procedure: To a mixture of 2-(N-benzylmethylamino)methyl-6-hydroxy-1-phenyl-3,4-dihydronaphthalene (0.53 g), cyclohexanol (0.26 cm3), triphenylphosphine (0.579 g) and tetrahydrofuran (20 cm3), was added diethyl azodicarboxylate (0.35 cm3) at room temperature. After stirring for 5 h the solvent was removed under reduced pressure. The crude product was purified by column chromatography [silica, eluting with ethyl acetate-heptane (1:4)] to yield the title compound (0.442 g) as a yellow oil. Reaction conditions: temperature 90 celsius, time 1 hour. The solvent is N1=CC=CC=C1 (pyridine). Starting materials: ClC1=CC=C2CC3C(NC(C3)=O)C2=C1 (7-chloro-1,2,3,3a,4,8b-hexahydro-indeno[1,2-b]pyrrol-2-one), P12(=S)SP3(=S)SP(=S)(S1)SP(=S)(S2)S3 (diphosphorus pentasulfide). Procedure: To a solution of 4.2 g of 7-chloro-1,2,3,3a,4,8b-hexahydro-indeno[1,2-b]pyrrol-2-one in 100 ml of pyridine is added 2.2 g of diphosphorus pentasulfide, and the mixture is stirred at 90° C. for 1 hour. The reaction mixture is then cooled, poured into ice-cold water and extracted with ethyl acetate. The extract is washed with water and dried over sodium sulfate, and the solvent is distilled off. The residual oil is chromatographed over silica gel with chloroform eluant. The purified product is cry... Isolated yield 225.8%. Yields the product ClC1=CC=C2CC3C(NC(C3)=S)C2=C1 (7-chloro-1,2,3,3a,4,8b-hexahydro-indeno[1,2-b]pyrrol-2-thione). As a reaction SMILES: [Cl:1][C:2]1[CH:14]=[C:13]2[C:5]([CH2:6][CH:7]3[CH2:11][C:10](=O)[NH:9][CH:8]32)=[CH:4][CH:3]=1.P12(SP3(SP(SP(S3)(S1)=S)(=S)S2)=S)=[S:16]>N1C=CC=CC=1>[Cl:1][C:2]1[CH:14]=[C:13]2[C:5]([CH2:6][CH:7]3[CH2:11][C:10](=[S:16])[NH:9][CH:8]32)=[CH:4][CH:3]=1. Reactants: BrC1=CC=C(S1)C(CC#N)=O (3-(5-Bromothiophen-2-yl)-3-oxopropanenitrile), COC(N(C)C)OC (dimethyl formamide dimethylacetal). Run at temperature 100 celsius, time 1 hour. Yields the product BrC=1SC(=CC1)C(=O)C(C#N)=CN(C)C (2-(2-Bromothiophene-5-carbonyl)-3-(dimethylamino)acrylonitrile). As a reaction SMILES: [Br:1][C:2]1[S:6][C:5]([C:7](=[O:11])[CH2:8][C:9]#[N:10])=[CH:4][CH:3]=1.CO[CH:14](OC)[N:15]([CH3:17])[CH3:16]>>[Br:1][C:2]1[S:6][C:5]([C:7]([C:8](=[CH:14][N:15]([CH3:17])[CH3:16])[C:9]#[N:10])=[O:11])=[CH:4][CH:3]=1. Reported procedure: 3-(5-Bromothiophen-2-yl)-3-oxopropanenitrile (4g, 17 mmol) was treated with dimethyl formamide dimethylacetal and the mixture heated to 100° C. After 1 h, the mixture was allowed to cool down to room temperature. The yellow solid that precipitated was collected by suction filtration and washed well with diethyl ether. Yield=4.6 g. MS (M+H)+ 284. The reactants are COC1=CC=C(C=C1)O (4-methoxyphenol), [H-].[Na+] (sodium hydride), ClC1=C(C=C(C=C1C)[N+](=O)[O-])C (4-chloro-3,5-dimethylnitrobenzene). Solvent: CN1C(CCC1)=O (N-methylpyrrolidone). Run at temperature 0 celsius, time 30 minute. Yields the product CC=1C=C(C=C(C1OC1=CC=C(C=C1)OC)C)[N+](=O)[O-] (3,5-dimethyl-4-(4′-methoxyphenoxy)nitrobenzene). Reaction SMILES: [H-].[Na+].[CH3:3][O:4][C:5]1[CH:10]=[CH:9][C:8]([OH:11])=[CH:7][CH:6]=1.Cl[C:13]1[C:18]([CH3:19])=[CH:17][C:16]([N+:20]([O-:22])=[O:21])=[CH:15][C:14]=1[CH3:23]>CN1CCCC1=O>[CH3:23][C:14]1[CH:15]=[C:16]([N+:20]([O-:22])=[O:21])[CH:17]=[C:18]([CH3:19])[C:13]=1[O:11][C:8]1[CH:9]=[CH:10][C:5]([O:4][CH3:3])=[CH:6][CH:7]=1 |f:0.1|. Procedure: A suspension of sodium hydride (NaH; 60% dispersion in mineral oil; 64.11 g, 1.603 mol) in 350 mL of N-methylpyrrolidone (NMP) is cooled to 0° C. and treated with a solution of 4-methoxyphenol (208.4 g, 1.679 mol) over 30 min. The mixture is warmed to room temperature (RT) and after 30 min, 4-chloro-3,5-dimethylnitrobenzene (283.2 g, 1.526 mol; prepared by the method described by Yokoyama et. al. in EP580550) is added in one portion and the reaction is heated at 120° C. for 2 h. The reaction is ... The reactants are C1(=C(C=CC2=CC=CC=C12)P(C1=CC=CC=C1)C1=CC=CC=C1)C1=C(C=CC2=CC=CC=C12)P(C1=CC=CC=C1)C1=CC=CC=C1 (rac-1,1′-binaphthalene-2,2′diylbis(diphenylphosphane)), BrC=1C=C(C(=CC1)F)C#N (3-bromo-6-fluorobenzenecarbonitrile), C(C)OC(=C)[Sn](CCCC)(CCCC)CCCC ((1-ethoxyvinyl)tributylstannane). Reagents/catalysts: C=1C=CC(=CC1)/C=C/C(=O)/C=C/C2=CC=CC=C2.C=1C=CC(=CC1)/C=C/C(=O)/C=C/C2=CC=CC=C2.C=1C=CC(=CC1)/C=C/C(=O)/C=C/C2=CC=CC=C2.[Pd].[Pd] (tris(dibenzylideneacetone)dipalladium). Run in C1(=CC=CC=C1)C (toluene). The product is C(C)(=O)C=1C=C(C(=CC1)F)C#N (3-Acetyl-6-fluorobenzenecarbonitrile). As a reaction SMILES: C1(C2C3C(=CC=CC=3)C=CC=2P(C2C=CC=CC=2)C2C=CC=CC=2)C2C(=CC=CC=2)C=CC=1P(C1C=CC=CC=1)C1C=CC=CC=1.Br[C:48]1[CH:49]=[C:50]([C:55]#[N:56])[C:51]([F:54])=[CH:52][CH:53]=1.[CH2:57]([O:59]C([Sn](CCCC)(CCCC)CCCC)=C)[CH3:58]>C1(C)C=CC=CC=1.C1C=CC(/C=C/C(/C=C/C2C=CC=CC=2)=O)=CC=1.C1C=CC(/C=C/C(/C=C/C2C=CC=CC=2)=O)=CC=1.C1C=CC(/C=C/C(/C=C/C2C=CC=CC=2)=O)=CC=1.[Pd].[Pd]>[C:57]([C:48]1[CH:49]=[C:50]([C:55]#[N:56])[C:51]([F:54])=[CH:52][CH:53]=1)(=[O:59])[CH3:58] |f:4.5.6.7.8|. Procedure details: Under an argon atmosphere, 449 mg (0.490 mmol) of tris(dibenzylideneacetone)dipalladium and 671 mg (1.078 mmol) of rac-1,1′-binaphthalene-2,2′diylbis(diphenylphosphane) are added to 4.90 g (24.5 mmol) of 3-bromo-6-fluorobenzenecarbonitrile in 180 ml of toluene. After the addition of 10.6 g (29.4 mmol) of (1-ethoxyvinyl)tributylstannane, the mixture is stirred under reflux overnight. The reaction mixture is subsequently concentrated and the residue is taken up in 200 ml of THF. After the addition...